From a dataset of the Open Reaction Database (ORD), a public repository of structured organic reaction records. describe an organic reaction: reactants, conditions, products, and yield Starting materials: OC1=C(CN(C2=CC=CC=C12)C1=CC=CC=C1)C(=O)NC1=CC=CC=C1 (1,2-dihydro-4-hydroxy-1-phenyl-N-phenyl-3-quinolinecarboxamide). The reagents and catalysts are [O-2].[O-2].[Mn+4] (manganese dioxide). Solvent: C1(=CC=CC=C1)C (toluene). Run at time 4 hour. The product is O=C1C(=CN(C2=CC=CC=C12)C1=CC=CC=C1)C(=O)NC1=CC=CC=C1 (1,4-dihydro-4-oxo-1-phenyl-N-phenyl-3-quinolinecarboxamide). Yield: 45.3%. As a reaction SMILES: [OH:1][C:2]1[C:11]2[C:6](=[CH:7][CH:8]=[CH:9][CH:10]=2)[N:5]([C:12]2[CH:17]=[CH:16][CH:15]=[CH:14][CH:13]=2)[CH2:4][C:3]=1[C:18]([NH:20][C:21]1[CH:26]=[CH:25][CH:24]=[CH:23][CH:22]=1)=[O:19]>C1(C)C=CC=CC=1.[O-2].[O-2].[Mn+4]>[O:1]=[C:2]1[C:11]2[C:6](=[CH:7][CH:8]=[CH:9][CH:10]=2)[N:5]([C:12]2[CH:17]=[CH:16][CH:15]=[CH:14][CH:13]=2)[CH:4]=[C:3]1[C:18]([NH:20][C:21]1[CH:26]=[CH:25][CH:24]=[CH:23][CH:22]=1)=[O:19] |f:2.3.4|. Procedure: A solution of 15.0 g of 1,2-dihydro-4-hydroxy-1-phenyl-N-phenyl-3-quinolinecarboxamide in 250 ml of toluene was treated with 60.0 g of activated manganese dioxide and stirred at room temperature for four hours. The slurry was filtered and evaporated. The residue was purified first by flash chromatography (silica gel: dichloromethane as eluent), and then by high pressure liquid chromatography (silica gel: dichloromethane). Recrystallization of the residue from dichloromethane yielded 6.75 g (45%)... RXN SMILES: [CH3:1][S:2](=[O:3])(=[O:4])[c:5]1[cH:6][cH:7][c:8](-[c:11]2[cH:12][c:13]3[n:14]([cH:15][cH:16]2)[cH:17][cH:18][n:19]3)[cH:9][cH:10]1.[CH3:28][C:29]#[N:30].[O:20]=[C:21]1[N:22]([I:27])[C:23](=[O:24])[CH2:25][CH2:26]1>>[CH3:1][S:2](=[O:3])(=[O:4])[c:5]1[cH:6][cH:7][c:8](-[c:11]2[cH:12][c:13]3[n:14]([cH:15][cH:16]2)[c:17]([I:27])[cH:18][n:19]3)[cH:9][cH:10]1. The reactants are CS(=O)(=O)c1ccc(-c2ccn3ccnc3c2)cc1, CC#N, O=C1CCC(=O)N1I. The product is CS(=O)(=O)c1ccc(-c2ccn3c(I)cnc3c2)cc1. Reaction conditions: temperature 80 celsius. Yields the product C(C)(C)C1=CC=C(C=C1)C=1C=C(C=NC1)C=1C=C(C(=O)OCC)C=CC1 (ethyl 3-[5-(4-isopropyl-phenyl)-pyridin-3-yl]-benzoate). Solvent: ethanol-toluene water. Yield: 66.3%. Procedure details: Part B. A solution of 3-bromo-5-(4-isopropyl-phenyl)-pyridine (300 mg, 1.1 mmol) and 3-carboethoxybenzeneboronic acid (180 mg, 1.1 mmol) in ethanol-toluene-water (10 mL/5 mL/3 mL) is treated with sodium carbonate (345 mg), degassed twice and treated with a catalytic quantity of tetrakis(triphenylphosphine)palladium. The mixture is heated to 80° C. with stirring until the starting material is consumed as determined by TLC. Then, the mixture is cooled, filtered and evaporated, and the residual mat... Reactants: BrC=1C=NC=C(C1)C1=CC=C(C=C1)C(C)C (3-bromo-5-(4-isopropyl-phenyl)-pyridine), C(=O)(OCC)C=1C=C(C=CC1)B(O)O (3-carboethoxybenzeneboronic acid), C([O-])([O-])=O.[Na+].[Na+] (sodium carbonate). As a reaction SMILES: Br[C:2]1[CH:3]=[N:4][CH:5]=[C:6]([C:8]2[CH:13]=[CH:12][C:11]([CH:14]([CH3:16])[CH3:15])=[CH:10][CH:9]=2)[CH:7]=1.[C:17]([C:22]1[CH:23]=[C:24](B(O)O)[CH:25]=[CH:26][CH:27]=1)([O:19][CH2:20][CH3:21])=[O:18].C(=O)([O-])[O-].[Na+].[Na+]>>[CH:14]([C:11]1[CH:12]=[CH:13][C:8]([C:6]2[CH:7]=[C:2]([C:26]3[CH:27]=[C:22]([CH:23]=[CH:24][CH:25]=3)[C:17]([O:19][CH2:20][CH3:21])=[O:18])[CH:3]=[N:4][CH:5]=2)=[CH:9][CH:10]=1)([CH3:16])[CH3:15] |f:2.3.4|. Reaction SMILES: [CH2:37]([Cl:38])[Cl:39].[CH:12]([N:13]([CH2:14][CH3:15])[CH:16]([CH3:17])[CH3:18])([CH3:19])[CH3:20].[NH2:1][c:2]1[cH:3][cH:4][c:5]([C:6](=[O:7])[O:8][CH3:9])[cH:10][cH:11]1.[c:21]1([CH2:27][c:28]2[c:29]([C:30](=[O:31])[Cl:32])[cH:33][cH:34][cH:35][cH:36]2)[cH:22][cH:23][cH:24][cH:25][cH:26]1>>[NH:1]([c:2]1[cH:3][cH:4][c:5]([C:6](=[O:7])[O:8][CH3:9])[cH:10][cH:11]1)[C:30]([c:29]1[c:28]([CH2:27][c:21]2[cH:22][cH:23][cH:24][cH:25][cH:26]2)[cH:36][cH:35][cH:34][cH:33]1)=[O:31]. The product is COC(=O)c1ccc(NC(=O)c2ccccc2Cc2ccccc2)cc1. Starting materials: ClCCl, CCN(C(C)C)C(C)C, COC(=O)c1ccc(N)cc1, O=C(Cl)c1ccccc1Cc1ccccc1. The reactants are BrC=1C=C(C(=O)[O-])C=C(C1)I (3-bromo-5-iodobenzoate), C([O-])([O-])=O.[Cs+].[Cs+] (cesium carbonate), S1(NCCCC1)(=O)=O ([1,2]thiazinane 1,1-dioxide). The reagents and catalysts are C=1C=CC(=CC1)/C=C/C(=O)/C=C/C2=CC=CC=C2.C=1C=CC(=CC1)/C=C/C(=O)/C=C/C2=CC=CC=C2.C=1C=CC(=CC1)/C=C/C(=O)/C=C/C2=CC=CC=C2.[Pd].[Pd] (tris(dibenzylideneacetone)dipalladium). Solvent: C(C)(=O)OCC (ethyl acetate), C1(=CC=CC=C1)C (toluene). Conditions: temperature 10 celsius, time 16 hour. Product: COC(C1=CC(=CC(=C1)N1S(CCCC1)(=O)=O)Br)=O (3-bromo-5-(1,1-dioxo-1λ6-[1,2]thiazinan-2-yl)-benzoic acid methyl ester). Yield: 83.0%. RXN SMILES: [Br:1][C:2]1[CH:3]=[C:4]([CH:8]=[C:9](I)[CH:10]=1)[C:5]([O-:7])=[O:6].[C:12](=O)([O-])[O-].[Cs+].[Cs+].[S:18]1(=[O:25])(=[O:24])[CH2:23][CH2:22][CH2:21][CH2:20][NH:19]1>C1(C)C=CC=CC=1.C(OCC)(=O)C.C1C=CC(/C=C/C(/C=C/C2C=CC=CC=2)=O)=CC=1.C1C=CC(/C=C/C(/C=C/C2C=CC=CC=2)=O)=CC=1.C1C=CC(/C=C/C(/C=C/C2C=CC=CC=2)=O)=CC=1.[Pd].[Pd]>[CH3:12][O:7][C:5](=[O:6])[C:4]1[CH:8]=[C:9]([N:19]2[CH2:20][CH2:21][CH2:22][CH2:23][S:18]2(=[O:25])=[O:24])[CH:10]=[C:2]([Br:1])[CH:3]=1 |f:1.2.3,7.8.9.10.11|. Reported procedure: To a sealable tube equipped with a stir bar were added 3-bromo-5-iodobenzoate (2.0 g, 5.88 mmol), cesium carbonate (2.85 g, 8.82 mmol), tris(dibenzylideneacetone)dipalladium (0) (27.1 mg, 0.029 mmol) and xant phos (51 mg, 0.088 mmol) in toluene (45 mL) followed by [1,2]thiazinane 1,1-dioxide (902 mg, 6.47 mmol). The resulting mixture was stirred at 10° C. for 16 h, cooled to room temperature and diluted with ethyl acetate. The organic phase was washed with saturated sodium bicarbonate solution, ... The reactants are CO, CC(C)(C)OC(=O)N1CCN(c2ccc(C(=O)Nc3nn(-c4ccccc4)cc3[N+](=O)[O-])cn2)CC1, O=[Pt]=O. The product is CC(C)(C)OC(=O)N1CCN(c2ccc(C(=O)Nc3nn(-c4ccccc4)cc3N)cn2)CC1. RXN SMILES: [CH3:37][OH:38].[N+:1]([O-:2])(=[O:3])[c:4]1[c:5]([NH:15][C:16](=[O:17])[c:18]2[cH:19][cH:20][c:21]([N:24]3[CH2:25][CH2:26][N:27]([C:30](=[O:31])[O:32][C:33]([CH3:34])([CH3:35])[CH3:36])[CH2:28][CH2:29]3)[n:22][cH:23]2)[n:6][n:7](-[c:9]2[cH:10][cH:11][cH:12][cH:13][cH:14]2)[cH:8]1.[Pt:39](=[O:40])=[O:41]>>[NH2:1][c:4]1[c:5]([NH:15][C:16](=[O:17])[c:18]2[cH:19][cH:20][c:21]([N:24]3[CH2:25][CH2:26][N:27]([C:30](=[O:31])[O:32][C:33]([CH3:34])([CH3:35])[CH3:36])[CH2:28][CH2:29]3)[n:22][cH:23]2)[n:6][n:7](-[c:9]2[cH:10][cH:11][cH:12][cH:13][cH:14]2)[cH:8]1.